This data is from the Open Reaction Database (ORD), a public repository of structured organic reaction records. The task is: describe an organic reaction: reactants, conditions, products, and yield Starting materials: C(C)OC(=O)CCNC1=C(C=C(C=C1)C)[N+](=O)[O-] (N-(2-ethoxycarbonylethyl)-4-methyl-2-nitroaniline). Reagents/catalysts: [Fe] (iron). Solvent: CO (methanol), C(C)(=O)O (acetic acid). Yields the product CC=1C=CC2=C(NC(CCN2)=O)C1 (8-methyl-1,3,4,5-tetrahydro-1,5-benzodiazepin-2(2H)-one). Yield: 16.0%. As a reaction SMILES: C([O:3][C:4]([CH2:6][CH2:7][NH:8][C:9]1[CH:14]=[CH:13][C:12]([CH3:15])=[CH:11][C:10]=1[N+:16]([O-])=O)=O)C>CO.C(O)(=O)C.[Fe]>[CH3:15][C:12]1[CH:13]=[CH:14][C:9]2[NH:8][CH2:7][CH2:6][C:4](=[O:3])[NH:16][C:10]=2[CH:11]=1. Procedure details: A mixture of N-(2-ethoxycarbonylethyl)-4-methyl-2-nitroaniline (11.25 g) and iron powder (12.45 g) in a mixture of methanol (70 ml) and acetic acid (7 ml) was refluxed for 1 hour and the solution was cooled to ambient temperature. The mixture was filtered through celite and the filtrate was evaporated in vacuo. The residue was dissolved with chloroform (50 ml) and the solution was basified with saturated sodium bicarbonate aqueous solution. The solution was filtered through celite and the organi... Reactants: Cl (HCl), FC1=CC=C(C=C1)N1N=CC2=C1C=C1CCN(C[C@]1(C2)C(=O)C=2N=CSC2)C(=O)OC(C)(C)C ((R)-tert-butyl 1-(4-fluorophenyl)-4a-(thiazole-4-carbonyl)-4a,5,7,8-tetrahydro-1H-pyrazolo[3,4-g]isoquinoline-6(4H)-carboxylate), CCN(C(C)C)C(C)C (Hunig's base), ClC=1C=C(C=CC1Cl)S(=O)(=O)Cl (3,4-dichlorobenzene-1-sulfonyl chloride). Run in CCOCC (ether), CCOCC (ether), ClCCl (dichloromethane). Conditions: time 1 hour. The product is ClC=1C=C(C=CC1Cl)S(=O)(=O)N1C[C@]2(CC3=C(C=C2CC1)N(N=C3)C3=CC=C(C=C3)F)C(=O)C=3N=CSC3 ((R)-(6-((3,4-dichlorophenyl)sulfonyl)-1-(4-fluorophenyl)-4,4a,5,6,7,8-hexahydro-1H-pyrazolo[3,4-g]isoquinolin-4a-yl)(thiazol-4-yl)methanone). The yield is 67.0%. As a reaction SMILES: Cl.[F:2][C:3]1[CH:8]=[CH:7][C:6]([N:9]2[C:13]3[CH:14]=[C:15]4[C@:20]([C:22]([C:24]5[N:25]=[CH:26][S:27][CH:28]=5)=[O:23])([CH2:21][C:12]=3[CH:11]=[N:10]2)[CH2:19][N:18](C(OC(C)(C)C)=O)[CH2:17][CH2:16]4)=[CH:5][CH:4]=1.CCN(C(C)C)C(C)C.[Cl:45][C:46]1[CH:47]=[C:48]([S:53](Cl)(=[O:55])=[O:54])[CH:49]=[CH:50][C:51]=1[Cl:52]>CCOCC.ClCCl>[Cl:45][C:46]1[CH:47]=[C:48]([S:53]([N:18]2[CH2:17][CH2:16][C:15]3[C@:20]([C:22]([C:24]4[N:25]=[CH:26][S:27][CH:28]=4)=[O:23])([CH2:21][C:12]4[CH:11]=[N:10][N:9]([C:6]5[CH:5]=[CH:4][C:3]([F:2])=[CH:8][CH:7]=5)[C:13]=4[CH:14]=3)[CH2:19]2)(=[O:54])=[O:55])[CH:49]=[CH:50][C:51]=1[Cl:52]. Reported procedure: To HCl 2M in ether (2809 μl, 5.62 mmol) was added (R)-tert-butyl 1-(4-fluorophenyl)-4a-(thiazole-4-carbonyl)-4a,5,7,8-tetrahydro-1H-pyrazolo[3,4-g]isoquinoline-6(4H)-carboxylate (135 mg, 0.281 mmol) as a solution in ether (1 mL). The resulting suspension was stirred at room temperature for 1 h. The solvent was removed to give a white solid. This was dissolved in dichloromethane (1.4 mL) and Hunig's base (245 μl, 1.405 mmol), and 3,4-dichlorobenzene-1-sulfonyl chloride (76 mg, 0.309 mmol) was add... Reactants: O1C=CC2=C1CN(CC2)C(CCCCCCCCC)=O (1-(5,7-dihydro-4H-furo[2,3-c]pyridin-6-yl)decan-1-one), CNC (dimethylamine), C=O (formaldehyde). Solvent: C(C)(=O)O (acetic acid). Reaction conditions: temperature 100 celsius, time 1.5 hour. Yields the product CN(C)CC1=CC2=C(CN(CC2)C(CCCCCCCCC)=O)O1 (1-(2-dimethylaminomethyl-5,7-dihydro-4H-furo[2,3-c]pyridin-6-yl)decan-1-one). As a reaction SMILES: [O:1]1[C:5]2[CH2:6][N:7]([C:10](=[O:20])[CH2:11][CH2:12][CH2:13][CH2:14][CH2:15][CH2:16][CH2:17][CH2:18][CH3:19])[CH2:8][CH2:9][C:4]=2[CH:3]=[CH:2]1.[CH3:21][NH:22][CH3:23].[CH2:24]=O>C(O)(=O)C>[CH3:21][N:22]([CH2:24][C:2]1[O:1][C:5]2[CH2:6][N:7]([C:10](=[O:20])[CH2:11][CH2:12][CH2:13][CH2:14][CH2:15][CH2:16][CH2:17][CH2:18][CH3:19])[CH2:8][CH2:9][C:4]=2[CH:3]=1)[CH3:23]. Reported procedure: To a solution of 0.230 g (0.829 mmol) of 1-(5,7-dihydro-4H-furo[2,3-c]pyridin-6-yl)decan-1-one in 20 ml of acetic acid, 0.090 ml (1.0 mmol) of 50% aqueous dimethylamine and 0.080 ml (1.0 mmol) of 37% aqueous formaldehyde were added, followed by stirring at 100° C. for 1.5 hours. After the solvent was distilled off under reduced pressure, the residual solution was alkalified with aqueous sodium hydroxide and extracted with dichloromethane 2 times. The combined organic layer was washed with water ... Reactants: COC1=C(C=CC2=C1CCC(CC2)NCC(F)(F)F)N (1-Methoxy-N*7*-(2,2,2-trifluoro-ethyl)-6,7,8,9-tetrahydro-5H-benzocycloheptene-2,7-diamine), ClC1=NC=C(C(=N1)NC1=C(C=CC=C1)S(=O)(=O)N(C)C)Cl (2-(2,5-dichloro-pyrimidin-4-ylamino)-N,N-dimethyl-benzenesulfonamide). The product is ClC=1C(=NC(=NC1)NC=1C=CC2=C(CCC(CC2)NCC(F)(F)F)C1OC)NC1=C(C=CC=C1)S(=O)(=O)N(C)C (2-{5-Chloro-2-[1-methoxy-7-(2,2,2-trifluoro-ethylamino)-6,7,8,9-tetrahydro-5H-benzocyclohepten-2-ylamino]-pyrimidin-4-ylamino}-N,N-dimethyl-benzenesulfonamide). Yield: 34.9%. RXN SMILES: [CH3:1][O:2][C:3]1[C:8]2[CH2:9][CH2:10][CH:11]([NH:14][CH2:15][C:16]([F:19])([F:18])[F:17])[CH2:12][CH2:13][C:7]=2[CH:6]=[CH:5][C:4]=1[NH2:20].Cl[C:22]1[N:27]=[C:26]([NH:28][C:29]2[CH:34]=[CH:33][CH:32]=[CH:31][C:30]=2[S:35]([N:38]([CH3:40])[CH3:39])(=[O:37])=[O:36])[C:25]([Cl:41])=[CH:24][N:23]=1>>[Cl:41][C:25]1[C:26]([NH:28][C:29]2[CH:34]=[CH:33][CH:32]=[CH:31][C:30]=2[S:35]([N:38]([CH3:40])[CH3:39])(=[O:37])=[O:36])=[N:27][C:22]([NH:20][C:4]2[CH:5]=[CH:6][C:7]3[CH2:13][CH2:12][CH:11]([NH:14][CH2:15][C:16]([F:18])([F:17])[F:19])[CH2:10][CH2:9][C:8]=3[C:3]=2[O:2][CH3:1])=[N:23][CH:24]=1. Procedure details: In an analogous procedure to Example 651, part c, 1-Methoxy-N*7*-(2,2,2-trifluoro-ethyl)-6,7,8,9-tetrahydro-5H-benzocycloheptene-2,7-diamine was combined with 2-(2,5-dichloro-pyrimidin-4-ylamino)-N,N-dimethyl-benzenesulfonamide to yield 2-{5-Chloro-2-[1-methoxy-7-(2,2,2-trifluoro-ethylamino)-6,7,8,9-tetrahydro-5H-benzocyclohepten-2-ylamino]-pyrimidin-4-ylamino}-N,N-dimethyl-benzenesulfonamide (36.29, 34.9% yield) as a beige foam. 9.40 (s, 1H), 8.56 (d, J=8.4 Hz, 1H), 8.14 (s, 1H), 7.99 (d, J=8.4...